From a dataset of the Open Reaction Database (ORD), a public repository of structured organic reaction records. describe an organic reaction: reactants, conditions, products, and yield Reactants: FC1(CCN(CC1)C(=O)C=1NC2=CC=C(C=C2C1)OC1CCN(CC1)C(C)C)F ((4,4-Difluoro-piperidin-1-yl)-[5-(1-isopropyl-piperidin-4-yloxy)-1H-indol-2-yl]-methanone), FC1(CCN(CC1)C(=O)C=1NC2=CC=C(C=C2C1)OC1CCN(CC1)C(C)C)F ((4,4-Difluoro-piperidin-1-yl)-[5-(1-isopropyl-piperidin-4-yloxy)-1H-indol-2-yl]-methanone), C1(=CC=CC=C1)B(O)O (phenylboronic acid). Yields the product FC1(CCN(CC1)C(=O)C=1N(C2=CC=C(C=C2C1)OC1CCN(CC1)C(C)C)C1=CC=CC=C1)F ((4,4-Difluoro-piperidin-1-yl)-[5-(1-isopropyl-piperidin-4-yloxy)-1-phenyl-1H-indol-2-yl]-methanone). RXN SMILES: [F:1][C:2]1([F:29])[CH2:7][CH2:6][N:5]([C:8]([C:10]2[NH:11][C:12]3[C:17]([CH:18]=2)=[CH:16][C:15]([O:19][CH:20]2[CH2:25][CH2:24][N:23]([CH:26]([CH3:28])[CH3:27])[CH2:22][CH2:21]2)=[CH:14][CH:13]=3)=[O:9])[CH2:4][CH2:3]1.[C:30]1(B(O)O)[CH:35]=[CH:34][CH:33]=[CH:32][CH:31]=1>>[F:29][C:2]1([F:1])[CH2:7][CH2:6][N:5]([C:8]([C:10]2[N:11]([C:30]3[CH:35]=[CH:34][CH:33]=[CH:32][CH:31]=3)[C:12]3[C:17]([CH:18]=2)=[CH:16][C:15]([O:19][CH:20]2[CH2:25][CH2:24][N:23]([CH:26]([CH3:27])[CH3:28])[CH2:22][CH2:21]2)=[CH:14][CH:13]=3)=[O:9])[CH2:4][CH2:3]1. Procedure: In analogy to the procedure described for the synthesis of example 6, the title compound was synthesized from (4,4-difluoro-piperidin-1-yl)-[5-(1-isopropyl-piperidin-4-yloxy)-1H-indol-2-yl]-methanone (intermediate 1) and phenylboronic acid. The title compound was obtained in 48% yield as white foam. MS (m/e): 482.3 (MH+, 100%).